This data is from the Open Reaction Database (ORD), a public repository of structured organic reaction records. The task is: describe an organic reaction: reactants, conditions, products, and yield The reactants are CC=1C=C(C=CC1O[Si](C(C)C)(C(C)C)C(C)C)C(C(C)N1CCC(CC1)(O)C1=CC=C(C=C1)F)=O (1-(3-methyl-4-triisopropylsilyloxyphenyl)-2-(4-(4-fluorophenyl)-4-hydroxypiperidin-1-yl)-propan-1-one), two, [BH4-].[Na+] (sodium borohydride). Run in C(C)O (ethanol), C(C)O (ethanol). Reaction conditions: time 10 minute. Yields the product CC=1C=C(C=CC1O[Si](C(C)C)(C(C)C)C(C)C)[C@H]([C@@H](C)N1CCC(CC1)(O)C1=CC=C(C=C1)F)O ((1R*,2R*)-1-(3-methyl-4-triisopropylsilyloxyphenyl)-2-(4-(4-fluorophenyl)-4-hydroxypiperidin-1-yl)-propan-1-ol). Isolated yield 74.3%. RXN SMILES: [BH4-].[Na+].[CH3:3][C:4]1[CH:5]=[C:6]([C:21](=[O:38])[CH:22]([N:24]2[CH2:29][CH2:28][C:27]([C:31]3[CH:36]=[CH:35][C:34]([F:37])=[CH:33][CH:32]=3)([OH:30])[CH2:26][CH2:25]2)[CH3:23])[CH:7]=[CH:8][C:9]=1[O:10][Si:11]([CH:18]([CH3:20])[CH3:19])([CH:15]([CH3:17])[CH3:16])[CH:12]([CH3:14])[CH3:13]>C(O)C>[CH3:3][C:4]1[CH:5]=[C:6]([C@@H:21]([OH:38])[C@H:22]([N:24]2[CH2:25][CH2:26][C:27]([C:31]3[CH:36]=[CH:35][C:34]([F:37])=[CH:33][CH:32]=3)([OH:30])[CH2:28][CH2:29]2)[CH3:23])[CH:7]=[CH:8][C:9]=1[O:10][Si:11]([CH:18]([CH3:19])[CH3:20])([CH:15]([CH3:16])[CH3:17])[CH:12]([CH3:13])[CH3:14] |f:0.1|. Reported procedure: A mixture of sodium borohydride (0.564 g, 14.92 mmol) and ethanol (60 mL) was stirred 10 min and then 1-(3-methyl-4-triisopropylsilyloxyphenyl)-2-(4-(4-fluorophenyl)-4-hydroxypiperidin-1-yl)-propan-1-one (7.66 g, 14.92 mmol in 10 mL of ethanol) was added with two 30 mL ethanol rinses. The reaction was stirred at ambient temperature overnight. The white solid which precipitated was collected by filtration and dried to yield 5.72 g (74%) of (1R*,2R*)-1-(3-methyl-4-triisopropylsilyloxyphenyl)-2-(4-... The reactants are Cl (hydrochloric acid), C(#N)C(C(CC(=O)OC)O)(C)C (methyl 4-cyano-3-hydroxy-4-methylpentanoate), CO (methanol), [BH4-].[Na+] (sodium borohydride), solution. Solvent: C1CCOC1 (THF), C(C)(=O)OCC (Ethyl acetate). Conditions: time 3 hour. The product is C(#N)C(C(CCO)O)(C)C (4-cyano-4-methyl-3-hydroxy-1-pentanol). Isolated yield 67.0%. RXN SMILES: [C:1]([C:3]([CH3:12])([CH3:11])[CH:4]([OH:10])[CH2:5][C:6](OC)=[O:7])#[N:2].CO.[BH4-].[Na+].Cl>C1COCC1.C(OCC)(=O)C>[C:1]([C:3]([CH3:12])([CH3:11])[CH:4]([OH:10])[CH2:5][CH2:6][OH:7])#[N:2] |f:2.3|. Procedure: Optically active methyl 4-cyano-3-hydroxy-4-methylpentanoate (2 g, 11.7 mmol) was dissolved in THF (10 mL) and methanol (5 mL) was added. An aqueous sodium borohydride (885 mg, 23.4 mmol) solution (5 mL) was dropwise added at room temperature. The mixture was stirred at room temperature for 3 hr and then 2N aqueous hydrochloric acid solution (15 mL) was dropwise added at 0° C. Ethyl acetate (20 mL) was added and the mixture was stirred vigorously. An organic layer was extracted. Ethyl acetate (2...